Dataset: the Open Reaction Database (ORD), a public repository of structured organic reaction records. Task: describe an organic reaction: reactants, conditions, products, and yield The reactants are [OH-].[Na+] (sodium hydroxide), CCCCCCC (n-Heptane), [C@@H]12CCC[C@H]2C(C1)=CC(=O)O ((1R,5R)-Bicyclo[3.2.0]hept-6-ylideneacetic acid), S(O)(O)(=O)=O (sulfuric acid). Run in O (water), C(C)O (ethanol). Run at temperature 75 celsius, time 24 hour. The product is [C@@H]12CCC[C@H]2C(C1)=CC(=O)OCC ((1R,5R)-Ethyl bicyclo[3.2.0]hept-6-ylideneacetate). Yield: 89.0%. Reaction SMILES: [C@@H:1]12[CH2:7][C:6](=[CH:8][C:9]([OH:11])=[O:10])[C@@H:5]1[CH2:4][CH2:3][CH2:2]2.S(=O)(=O)(O)O.[OH-].[Na+].[CH3:19][CH2:20]CCCCC>C(O)C.O>[C@@H:1]12[CH2:7][C:6](=[CH:8][C:9]([O:11][CH2:19][CH3:20])=[O:10])[C@@H:5]1[CH2:4][CH2:3][CH2:2]2 |f:2.3|. Procedure details: The compound of Example 5 (10.5 Kg; 69.0 mol) was dissolved in absolute ethanol (52.5 L) and 98 wt % sulfuric acid (0.525 Kg; 5.36 mol) was added at 20–25° C. The reaction mixture was then heated to 75° C. over 0.5 hours and stirred for 24 hours. The reaction mixture was cooled to 10° C. and a 40 wt % solution of sodium hydroxide (3.17 L) diluted with demineralised water (28.6 L) was added slowly to maintain the reaction temperature below 20° C. n-Heptane (31.5 L) was added and the phases were s... RXN SMILES: [Cl:1][c:2]1[n:3][cH:4][cH:5][cH:6][c:7]1[N+:8](=[O:9])[O-:10].[K+:11].[K+:12].[O-:13][C:14]([O-:15])=[O:16].[O:94]1[CH2:95][CH2:96][O:97][CH2:98][CH2:99]1.[cH:17]1[cH:18][cH:19][c:20]([P:21]([Pd:22]([P:23]([c:24]2[cH:25][cH:26][cH:27][cH:28][cH:29]2)([c:30]2[cH:31][cH:32][cH:33][cH:34][cH:35]2)[c:36]2[cH:37][cH:38][cH:39][cH:40][cH:41]2)([P:42]([c:43]2[cH:44][cH:45][cH:46][cH:47][cH:48]2)([c:49]2[cH:50][cH:51][cH:52][cH:53][cH:54]2)[c:55]2[cH:56][cH:57][cH:58][cH:59][cH:60]2)[P:61]([c:62]2[cH:63][cH:64][cH:65][cH:66][cH:67]2)([c:68]2[cH:69][cH:70][cH:71][cH:72][cH:73]2)[c:74]2[cH:75][cH:76][cH:77][cH:78][cH:79]2)([c:80]2[cH:81][cH:82][cH:83][cH:84][cH:85]2)[c:86]2[cH:87][cH:88][cH:89][cH:90][cH:91]2)[cH:92][cH:93]1>>[c:2]1([CH3:14])[n:3][cH:4][cH:5][cH:6][c:7]1[N+:8](=[O:9])[O-:10]. Product: Cc1ncccc1[N+](=O)[O-]. Starting materials: O=[N+]([O-])c1cccnc1Cl, [K+], [K+], O=C([O-])[O-], C1COCCO1, c1ccc(P(c2ccccc2)(c2ccccc2)[Pd](P(c2ccccc2)(c2ccccc2)c2ccccc2)(P(c2ccccc2)(c2ccccc2)c2ccccc2)P(c2ccccc2)(c2ccccc2)c2ccccc2)cc1. The reactants are BrC1=CC=C(C=2NC3=CC(=CC=C3C12)C(C)(C)O)C(=O)N (4-bromo-7-(2-hydroxypropan-2-yl)-9H-carbazole-1-carboxamide), BrC1=CC=C(C=2NC3=CC(=CC=C3C12)C(C)(C)O)C(=O)N (4-bromo-7-(2-hydroxypropan-2-yl)-9H-carbazole-1-carboxamide), C(=O)(C(F)(F)F)O (TFA). The solvent is CO (methanol), C(Cl)Cl (DCM). Product: BrC1=CC=C(C=2NC3=CC(=CC=C3C12)C(C)(C)OC)C(=O)N (4-bromo-7-(2-methoxypropan-2-yl)-9H-carbazole-1-carboxamide). Isolated yield 179.2%. Reaction SMILES: [Br:1][C:2]1[C:14]2[C:13]3[C:8](=[CH:9][C:10]([C:15]([OH:18])([CH3:17])[CH3:16])=[CH:11][CH:12]=3)[NH:7][C:6]=2[C:5]([C:19]([NH2:21])=[O:20])=[CH:4][CH:3]=1.[C:22](O)(C(F)(F)F)=O>CO.C(Cl)Cl>[Br:1][C:2]1[C:14]2[C:13]3[C:8](=[CH:9][C:10]([C:15]([O:18][CH3:22])([CH3:17])[CH3:16])=[CH:11][CH:12]=3)[NH:7][C:6]=2[C:5]([C:19]([NH2:21])=[O:20])=[CH:4][CH:3]=1. Procedure: A solution of 4-bromo-7-(2-hydroxypropan-2-yl)-9H-carbazole-1-carboxamide (Intermediate 73-2, 120 mg, 0.346 mmol) and TFA (0.013 mL, 0.173 mmol) in methanol (2 mL) was stirred at rt over a weekend. The mixture was diluted with DCM, washed with 1 M aqueous sodium hydroxide and water, dried and concentrated. The residue was combined with that from another reaction done with 20 mg of Intermediate 73-2, and purified by column chromatography (eluting with hexane-EtOAc) to provide 4-bromo-7-(2-methoxy... Reactants: ClCCl, O=c1cc(Oc2ccccc2)ccn1CCc1ccc(CO)cc1, BrP(Br)Br. Product: O=c1cc(Oc2ccccc2)ccn1CCc1ccc(CBr)cc1. RXN SMILES: [Cl:29][CH2:30][Cl:31].[OH:1][CH2:2][c:3]1[cH:4][cH:5][c:6]([CH2:9][CH2:10][n:11]2[c:12](=[O:24])[cH:13][c:14]([O:17][c:18]3[cH:19][cH:20][cH:21][cH:22][cH:23]3)[cH:15][cH:16]2)[cH:7][cH:8]1.[P:25]([Br:26])([Br:27])[Br:28]>>[CH2:2]([c:3]1[cH:4][cH:5][c:6]([CH2:9][CH2:10][n:11]2[c:12](=[O:24])[cH:13][c:14]([O:17][c:18]3[cH:19][cH:20][cH:21][cH:22][cH:23]3)[cH:15][cH:16]2)[cH:7][cH:8]1)[Br:26]. Starting materials: Cc1nc(Cl)c([N+](=O)[O-])c(N2CCc3ccccc3CC2)n1, NCCCN1CCCC1=O, C1CCOC1. Yields the product Cc1nc(NCCCN2CCCC2=O)c([N+](=O)[O-])c(N2CCc3ccccc3CC2)n1. As a reaction SMILES: [Cl:1][c:2]1[c:3]([N+:20](=[O:21])[O-:22])[c:4]([N:9]2[CH2:10][CH2:11][c:12]3[c:13]([cH:16][cH:17][cH:18][cH:19]3)[CH2:14][CH2:15]2)[n:5][c:6]([CH3:8])[n:7]1.[NH2:23][CH2:24][CH2:25][CH2:26][N:27]1[C:28](=[O:32])[CH2:29][CH2:30][CH2:31]1.[O:33]1[CH2:34][CH2:35][CH2:36][CH2:37]1>>[c:2]1([NH:23][CH2:24][CH2:25][CH2:26][N:27]2[C:28](=[O:32])[CH2:29][CH2:30][CH2:31]2)[c:3]([N+:20](=[O:21])[O-:22])[c:4]([N:9]2[CH2:10][CH2:11][c:12]3[c:13]([cH:16][cH:17][cH:18][cH:19]3)[CH2:14][CH2:15]2)[n:5][c:6]([CH3:8])[n:7]1. Starting materials: S(=O)(Cl)Cl (Thionyl chloride), N1C=NC2=C1C=CC(=C2)C(=O)O (1H-benzo[d]imidazole-5-carboxylic acid), CO (MeOH). Conditions: temperature 0 celsius. Product: N1C=NC2=C1C=CC(=C2)C(=O)OC (methyl 1H-benzo[d]imidazole-5-carboxylate). Yield: 90.0%. As a reaction SMILES: S(Cl)(Cl)=O.[NH:5]1[C:9]2[CH:10]=[CH:11][C:12]([C:14]([OH:16])=[O:15])=[CH:13][C:8]=2[N:7]=[CH:6]1.[CH3:17]O>>[NH:5]1[C:9]2[CH:10]=[CH:11][C:12]([C:14]([O:16][CH3:17])=[O:15])=[CH:13][C:8]=2[N:7]=[CH:6]1. Procedure: Thionyl chloride (10 mL) was added dropwise to a solution of 1H-benzo[d]imidazole-5-carboxylic acid (4.8 g, 30 mmol) in MeOH (150 mL) cooled to 0° C. The reaction mixture was heated at reflux for 18 h, and then solvent (about 2/3) was concentrated under reduced pressure. After cooling, a yellow solid was precipitated from the solution and was filtered to afford 4 g (90%) of methyl 1H-benzo[d]imidazole-5-carboxylate (20): MS (ESI) m/z=177 [M+1]+. The reactants are Cc1ccc([N+](=O)[O-])c(Cl)n1, Fc1cc(F)cc(C#CCC2CCNCC2)c1. The product is Cc1ccc([N+](=O)[O-])c(N2CCC(CC#Cc3cc(F)cc(F)c3)CC2)n1. As a reaction SMILES: [Cl:18][c:19]1[n:20][c:21]([CH3:28])[cH:22][cH:23][c:24]1[N+:25](=[O:26])[O-:27].[F:1][c:2]1[cH:3][c:4]([C:9]#[C:10][CH2:11][CH:12]2[CH2:13][CH2:14][NH:15][CH2:16][CH2:17]2)[cH:5][c:6]([F:8])[cH:7]1>>[F:1][c:2]1[cH:3][c:4]([C:9]#[C:10][CH2:11][CH:12]2[CH2:13][CH2:14][N:15]([c:19]3[n:20][c:21]([CH3:28])[cH:22][cH:23][c:24]3[N+:25](=[O:26])[O-:27])[CH2:16][CH2:17]2)[cH:5][c:6]([F:8])[cH:7]1.